Dataset: the Open Reaction Database (ORD), a public repository of structured organic reaction records. Task: describe an organic reaction: reactants, conditions, products, and yield Starting materials: CC#N, Nc1ccc(-c2nnn[nH]2)cc1Cl, O=C=NC(=O)c1cc(F)c(F)cc1Cl. Product: O=C(NC(=O)c1cc(F)c(F)cc1Cl)Nc1ccc(-c2nnn[nH]2)cc1Cl. RXN SMILES: [CH3:28][C:29]#[N:30].[Cl:15][c:16]1[c:17]([NH2:27])[cH:18][cH:19][c:20](-[c:22]2[n:23][n:24][n:25][nH:26]2)[cH:21]1.[Cl:1][c:2]1[c:3]([C:4](=[O:5])[N:6]=[C:7]=[O:8])[cH:9][c:10]([F:14])[c:11]([F:13])[cH:12]1>>[Cl:1][c:2]1[c:3]([C:4](=[O:5])[NH:6][C:7](=[O:8])[NH:27][c:17]2[c:16]([Cl:15])[cH:21][c:20](-[c:22]3[n:23][n:24][n:25][nH:26]3)[cH:19][cH:18]2)[cH:9][c:10]([F:14])[c:11]([F:13])[cH:12]1. Reactants: O=C([O-])O, O=C(Cl)OCc1ccccc1, C1CCOC1, CCCC(N)C1NC1=O, [Na+], O. The product is CCCC(NC(=O)OCc1ccccc1)C1NC1=O. As a reaction SMILES: [C:10](=[O:11])([O-:12])[OH:13].[CH2:15]([c:16]1[cH:17][cH:18][cH:19][cH:20][cH:21]1)[O:22][C:23](=[O:24])[Cl:25].[CH2:26]1[O:27][CH2:28][CH2:29][CH2:30]1.[NH2:1][CH:2]([CH:3]1[C:4](=[O:5])[NH:6]1)[CH2:7][CH2:8][CH3:9].[Na+:14].[OH2:31]>>[NH:1]([CH:2]([CH:3]1[C:4](=[O:5])[NH:6]1)[CH2:7][CH2:8][CH3:9])[C:23]([O:22][CH2:15][c:16]1[cH:17][cH:18][cH:19][cH:20][cH:21]1)=[O:24]. Reactants: N (ammonia), C(C)(C)N(C(CC(C)=O)=O)C1=CC=C(C=C1)NC1=CC=CC=C1 (N-Isopropyl-3-oxo-N-[4-(phenylamino)phenyl]-butyramide), C(C)(=O)O (acetic acid), N (Ammonia). Solvent: C(C)(=O)OCC (ethyl acetate). Reaction conditions: temperature 35 celsius, time 2.5 hour. Yields the product C(C)(C)N(C(\C=C(\C)/N)=O)C1=CC=C(C=C1)NC1=CC=CC=C1 ((Z)-3-Aminobut-2-enoic acid N-isopropyl-N-[4-(phenylamino)phenyl]amide). Isolated yield 90.9%. RXN SMILES: [CH:1]([N:4]([C:11]1[CH:16]=[CH:15][C:14]([NH:17][C:18]2[CH:23]=[CH:22][CH:21]=[CH:20][CH:19]=2)=[CH:13][CH:12]=1)[C:5](=[O:10])[CH2:6][C:7](=O)[CH3:8])([CH3:3])[CH3:2].C(O)(=O)C.[NH3:28]>C(OCC)(=O)C>[CH:1]([N:4]([C:11]1[CH:16]=[CH:15][C:14]([NH:17][C:18]2[CH:23]=[CH:22][CH:21]=[CH:20][CH:19]=2)=[CH:13][CH:12]=1)[C:5](=[O:10])/[CH:6]=[C:7](\[NH2:28])/[CH3:8])([CH3:3])[CH3:2]. Procedure: N-Isopropyl-3-oxo-N-[4-(phenylamino)phenyl]-butyramide (30.0 g, 0.0967 mol) and conc. acetic acid (1.4 g, 0.0233 mol) in ethyl acetate (140 g) were introduced into an autoclave. Ammonia (16.0 g, 0.9395 mol) was introduced in the course of 10 minutes and the temp. of the reaction mixture was increased to 35° C. during this period. After the introduction a pressure of 14 bar is present. The temperature of the reaction mixture was heated to 70° C. in the course of 30 min. In the course of this, the... The reactants are N(=[N+]=[N-])CCCC1(SC(=NN1C(C(C)(C)C)=O)C1=C(C=CC(=C1)F)F)C1=CC=CC=C1 (1-(2-(3-azidopropyl)-5-(2,5-difluorophenyl)-2-phenyl-1,3,4-thiadiazol-3(2H)-yl)-2,2-dimethylpropan-1-one), Cl.CO (HCl MeOH). The reagents and catalysts are [Pd] (Pd/C). Solvent: CO (MeOH). Run at time 3 hour. Product: NCCCC1(SC(=NN1C(C(C)(C)C)=O)C1=C(C=CC(=C1)F)F)C1=CC=CC=C1 (1-(2-(3-aminopropyl)-5-(2,5-difluorophenyl)-2-phenyl-1,3,4-thiadiazol-3(2H)-yl)-2,2-dimethylpropan-1-one). Reaction SMILES: [N:1]([CH2:4][CH2:5][CH2:6][C:7]1([C:26]2[CH:31]=[CH:30][CH:29]=[CH:28][CH:27]=2)[N:11]([C:12](=[O:17])[C:13]([CH3:16])([CH3:15])[CH3:14])[N:10]=[C:9]([C:18]2[CH:23]=[C:22]([F:24])[CH:21]=[CH:20][C:19]=2[F:25])[S:8]1)=[N+]=[N-].Cl.CO>CO.[Pd]>[NH2:1][CH2:4][CH2:5][CH2:6][C:7]1([C:26]2[CH:31]=[CH:30][CH:29]=[CH:28][CH:27]=2)[N:11]([C:12](=[O:17])[C:13]([CH3:16])([CH3:14])[CH3:15])[N:10]=[C:9]([C:18]2[CH:23]=[C:22]([F:24])[CH:21]=[CH:20][C:19]=2[F:25])[S:8]1 |f:1.2|. Procedure: To a solution of 1-(2-(3-azidopropyl)-5-(2,5-difluorophenyl)-2-phenyl-1,3,4-thiadiazol-3(2H)-yl)-2,2-dimethylpropan-1-one (100 mg, 0.225 mmol) in MeOH (3 mL) was added 1N HCl/MeOH (1 mL) followed by 10% Pd/C (40 mg, wet, Degussa type). After stirring under a H2 balloon for 3 hours, the mixture was filtered and concentrated under reduced pressure to provide the product as a white foam. MS ESI (+) m/z 418 (M+1) detected; 1H NMR (400 MHz, CDCl3) δ 7.47 (m, 1H), 7.43 (d, 2H, J=7 Hz), 7.35 (t, 2H, J=... The reactants are COC(=O)c1ccc2c(c1)CCC1C2=NN(c2ccc(C#N)c(OCc3ccccc3)c2)C1C1CCCC1, CO, [Na+], C1CCOC1, [OH-]. The product is N#Cc1ccc(N2N=C3c4ccc(C(=O)O)cc4CCC3C2C2CCCC2)cc1OCc1ccccc1. As a reaction SMILES: [CH2:1]([c:2]1[cH:3][cH:4][cH:5][cH:6][cH:7]1)[O:8][c:9]1[cH:10][c:11]([N:17]2[N:18]=[C:19]3[c:20]4[c:21]([cH:31][c:32]([C:35](=[O:36])[O:37][CH3:38])[cH:33][cH:34]4)[CH2:22][CH2:23][CH:24]3[CH:25]2[CH:26]2[CH2:27][CH2:28][CH2:29][CH2:30]2)[cH:12][cH:13][c:14]1[C:15]#[N:16].[CH3:46][OH:47].[Na+:45].[O:39]1[CH2:40][CH2:41][CH2:42][CH2:43]1.[OH-:44]>>[CH2:1]([c:2]1[cH:3][cH:4][cH:5][cH:6][cH:7]1)[O:8][c:9]1[cH:10][c:11]([N:17]2[N:18]=[C:19]3[c:20]4[c:21]([cH:31][c:32]([C:35](=[O:36])[OH:37])[cH:33][cH:34]4)[CH2:22][CH2:23][CH:24]3[CH:25]2[CH:26]2[CH2:27][CH2:28][CH2:29][CH2:30]2)[cH:12][cH:13][c:14]1[C:15]#[N:16]. Reactants: C1CCOC1, CCC(=COC)c1ccc(-c2ccc(C(F)(F)F)cc2)cc1, Cl. The product is CCC(C=O)c1ccc(-c2ccc(C(F)(F)F)cc2)cc1. As a reaction SMILES: [CH2:24]1[O:25][CH2:26][CH2:27][CH2:28]1.[CH3:1][O:2][CH:3]=[C:4]([CH2:5][CH3:6])[c:7]1[cH:8][cH:9][c:10](-[c:13]2[cH:14][cH:15][c:16]([C:19]([F:20])([F:21])[F:22])[cH:17][cH:18]2)[cH:11][cH:12]1.[ClH:23]>>[O:2]=[CH:3][CH:4]([CH2:5][CH3:6])[c:7]1[cH:8][cH:9][c:10](-[c:13]2[cH:14][cH:15][c:16]([C:19]([F:20])([F:21])[F:22])[cH:17][cH:18]2)[cH:11][cH:12]1. The reactants are BrC/C=C/C(=O)O ((2E)-4-Bromobut-2-enoic acid), ClC=1C=C(C=CC1Cl)NC=1C2=C(N=CN1)SC1=C2CCNC1 (N-(3,4-Dichlorophenyl)-5,6,7,8-tetrahydropyrido[4′,3′:4,5]thieno[2,3-d]pyrimidin-4-amine), CCN(C(C)C)C(C)C (DIPEA), S(=O)(Cl)Cl (Thionylchloride). Solvent: petroleum ether, CN(C)C=O (DMF). Conditions: time 8 hour. Product: ClC/C=C/C(=O)N1CC2=C(C3=C(N=CN=C3NC3=CC(=C(C=C3)Cl)Cl)S2)CC1 (7-[(2E)-4-Chlorobut-2-enoyl]-N-(3,4-dichlorophenyl)-5,6,7,8-tetrahydropyrido[4′,3′:4,5]thieno[2,3-d]pyrimidin-4-amine). Yield: 58.9%. RXN SMILES: Br[CH2:2]/[CH:3]=[CH:4]/[C:5]([OH:7])=O.S(Cl)([Cl:10])=O.[Cl:12][C:13]1[CH:14]=[C:15]([NH:20][C:21]2[C:22]3[C:29]4[CH2:30][CH2:31][NH:32][CH2:33][C:28]=4[S:27][C:23]=3[N:24]=[CH:25][N:26]=2)[CH:16]=[CH:17][C:18]=1[Cl:19].CCN(C(C)C)C(C)C>CN(C=O)C>[Cl:10][CH2:2]/[CH:3]=[CH:4]/[C:5]([N:32]1[CH2:31][CH2:30][C:29]2[C:22]3[C:21]([NH:20][C:15]4[CH:16]=[CH:17][C:18]([Cl:19])=[C:13]([Cl:12])[CH:14]=4)=[N:26][CH:25]=[N:24][C:23]=3[S:27][C:28]=2[CH2:33]1)=[O:7]. Procedure details: (2E)-4-Bromobut-2-enoic acid (1.33 g, 6.83 mmol) was dissolved in petroleum ether (25 mL). Thionylchloride (2.65 mL, 36.6 mmol) was added, and the mixture was heated to reflux for 4 h. The mixture was then concentrated in vacuo. Toluene was added and again removed in vacuo. The residue was dissolved in dichloromethane (14 mL). This solution was added to a solution of N-(3,4-dichlorophenyl)-5,6,7,8-tetrahydropyrido[4′,3′:4,5]thieno[2,3-d]pyrimidin-4-amine from Example 15A (2.00 g, 5.69 mmol) and ...